This data is from the Open Reaction Database (ORD), a public repository of structured organic reaction records. The task is: describe an organic reaction: reactants, conditions, products, and yield Reactants: COC=1C=C(/C=C/C=O)C=CC1OCC=1N=C(SC1)C1=CC=CC=C1 ((E)-3-methoxy-4-(2-phenyl-4-thiazolylmethoxy)-cinnamaldehyde), S1C(NC(C1)=O)=O (2,4-thiazolidinedione). Product: COC=1C=C(C=CC=C2C(NC(S2)=O)=O)C=CC1OCC=1N=C(SC1)C1=CC=CC=C1 (5-[3-methoxy-4-(2-phenyl-4-thiazolylmethoxy)-cinnamylidene]-2,4-thiazolidinedione). Isolated yield 49.0%. RXN SMILES: [CH3:1][O:2][C:3]1[CH:4]=[C:5]([CH:10]=[CH:11][C:12]=1[O:13][CH2:14][C:15]1[N:16]=[C:17]([C:20]2[CH:25]=[CH:24][CH:23]=[CH:22][CH:21]=2)[S:18][CH:19]=1)/[CH:6]=[CH:7]/[CH:8]=O.[S:26]1[CH2:30][C:29](=[O:31])[NH:28][C:27]1=[O:32]>>[CH3:1][O:2][C:3]1[CH:4]=[C:5]([CH:10]=[CH:11][C:12]=1[O:13][CH2:14][C:15]1[N:16]=[C:17]([C:20]2[CH:25]=[CH:24][CH:23]=[CH:22][CH:21]=2)[S:18][CH:19]=1)[CH:6]=[CH:7][CH:8]=[C:30]1[S:26][C:27](=[O:32])[NH:28][C:29]1=[O:31]. Procedure: According to the same manner as that described in Example 1, (E)-3-methoxy-4-(2-phenyl-4-thiazolylmethoxy)-cinnamaldehyde was condensed with 2,4-thiazolidinedione to give 5-[3-methoxy-4-(2-phenyl-4-thiazolylmethoxy)-cinnamylidene]-2,4-thiazolidinedione (yield: 49%). This product was recrystallized from chloroform-methanol. Yellow needles, mp: 248-249° C. Reactants: ClCCl, O=C(O)c1ccc(F)nc1F, O=S(Cl)Cl. As a reaction SMILES: [Cl:16][CH2:17][Cl:18].[F:1][c:2]1[c:3]([C:4](=[O:5])[OH:6])[cH:7][cH:8][c:9]([F:11])[n:10]1.[S:12]([Cl:13])([Cl:14])=[O:15]>>[Cl-:14].[F:1][c:2]1[c:3]([C:4](=[O:5])[OH:6])[cH:7][cH:8][c:9]([F:11])[n:10]1. Product: [Cl-], O=C(O)c1ccc(F)nc1F. Reactants: resultant solution, C(CC1=CC=CC=C1)OCCC(=O)O (3-Phenethyloxypropanoic acid), CN(C=O)C (dimethylformamide), C(C(=O)Cl)(=O)Cl (oxalyl chloride). Run in ClCCl (dichloromethane). Run at time 1 hour. The product is C(C1=CC=CC=C1)N(C(CCOCCC1=CC=CC=C1)=O)CC(OCC)OCC (N-Benzyl-N-(2,2-diethoxyethyl)-3-phenethyloxy-propanamide). RXN SMILES: [CH2:1]([O:9][CH2:10][CH2:11][C:12]([OH:14])=O)[CH2:2][C:3]1[CH:8]=[CH:7][CH:6]=[CH:5][CH:4]=1.[C:15](Cl)(=[O:19])[C:16](Cl)=O.[CH3:21][N:22]([CH3:25])C=O>ClCCl>[CH2:25]([N:22]([CH2:21][CH:10]([O:19][CH2:15][CH3:16])[O:9][CH2:1][CH3:2])[C:12](=[O:14])[CH2:11][CH2:10][O:9][CH2:1][CH2:2][C:3]1[CH:4]=[CH:5][CH:6]=[CH:7][CH:8]=1)[C:3]1[CH:8]=[CH:7][CH:6]=[CH:5][CH:4]=1. Procedure details: 3-Phenethyloxypropanoic acid (0.4 g) was dissolved in dichloromethane (10 mL) and treated with oxalyl chloride (0.35 g) and a drop of dimethylformamide at ambient temperature. The resultant solution was stirred at ambient temperature for 1 hour. The solution was then concentrated and azeotroped with dichloromethane (3×10 mL). The collected residue was dissolved in dichloromethane (5 mL) and added, portionwise, to a stirred solution of N-benzyl-2,2-diethoxy-ethanamine (0.47 g) and N-ethyl-N-isopr...